Dataset: the Open Reaction Database (ORD), a public repository of structured organic reaction records. Task: describe an organic reaction: reactants, conditions, products, and yield As a reaction SMILES: [CH3:31][C:32](=[O:33])[CH3:34].[N+:1](=[O:2])([O-:3])[c:4]1[cH:5][c:6]([CH:7]=[CH:8][C:9](=[O:10])[Cl:11])[cH:12][cH:13][cH:14]1.[OH:15][c:16]1[cH:17][cH:18][cH:19][c:20]([N+:22]([O-:23])=[O:24])[cH:21]1.[cH:25]1[cH:26][cH:27][n:28][cH:29][cH:30]1>>[N+:1](=[O:2])([O-:3])[c:4]1[cH:5][c:6]([CH:7]=[CH:8][C:9](=[O:10])[O:15][c:16]2[cH:17][cH:18][cH:19][c:20]([N+:22]([O-:23])=[O:24])[cH:21]2)[cH:12][cH:13][cH:14]1. The reactants are CC(C)=O, O=C(Cl)C=Cc1cccc([N+](=O)[O-])c1, O=[N+]([O-])c1cccc(O)c1, c1ccncc1. Yields the product O=C(C=Cc1cccc([N+](=O)[O-])c1)Oc1cccc([N+](=O)[O-])c1.